This data is from the Open Reaction Database (ORD), a public repository of structured organic reaction records. The task is: describe an organic reaction: reactants, conditions, products, and yield Starting materials: C(CCC)C1=NC=C(C(N1CC1=CC=C(C=C1)C1=C(C=CC=C1)C#N)=O)C(=O)OCC (2-n-butyl-3-(2'-cyanobiphen-4-yl)methyl-5-ethoxycarbonylpyrimidin-4(3H)-one), C[Sn](C)(C)N=[N+]=[N-] (trimethylstannyl azide), trimethylstannyl. Solvent: C1(=CC=CC=C1)C (toluene). Yields the product C(CCC)C1=NC=C(C(N1CC1=CC=C(C=C1)C1=C(C=CC=C1)C1=NN=NN1)=O)C(=O)OCC (2-n-Butyl-3-(2'-(tetrazol-5-yl)biphenyl-4-yl)methyl-5-ethoxycarbonylpyrimidin-4(3H)-one). RXN SMILES: [CH2:1]([C:5]1[N:10]([CH2:11][C:12]2[CH:17]=[CH:16][C:15]([C:18]3[CH:23]=[CH:22][CH:21]=[CH:20][C:19]=3[C:24]#[N:25])=[CH:14][CH:13]=2)[C:9](=[O:26])[C:8]([C:27]([O:29][CH2:30][CH3:31])=[O:28])=[CH:7][N:6]=1)[CH2:2][CH2:3][CH3:4].C[Sn]([N:36]=[N+:37]=[N-:38])(C)C>C1(C)C=CC=CC=1>[CH2:1]([C:5]1[N:10]([CH2:11][C:12]2[CH:17]=[CH:16][C:15]([C:18]3[CH:23]=[CH:22][CH:21]=[CH:20][C:19]=3[C:24]3[NH:38][N:37]=[N:36][N:25]=3)=[CH:14][CH:13]=2)[C:9](=[O:26])[C:8]([C:27]([O:29][CH2:30][CH3:31])=[O:28])=[CH:7][N:6]=1)[CH2:2][CH2:3][CH3:4]. Procedure: The title compound is prepared by heating one equivalent of 2-n-butyl-3-(2'-cyanobiphen-4-yl)methyl-5-ethoxycarbonylpyrimidin-4(3H)-one from (from Example 7) with one to four equivalents of trimethylstannyl azide in toluene. After completion of the reaction the trimethylstannyl moiety is removed from the tetrazole moiety by workup with an acidic aqueous solution such as saturated aqueous ammonium chloride. Starting materials: B(F)(F)F.CCOCC (BF3.OEt2), C(=O)(O)[O-].[Na+] (NaHCO3), C(C)(C)(C)OC(=O)[C@H]1N(C(CC1)OCC)C(=O)OC(C)(C)C ((2S,5R/S)-1-(tert-Butoxycarbonyl)-5-ethoxypyrrolidine-2-carboxylic acid tert-butyl ester), C(C=C)[Si](C)(C)C (allyltrimethylsilane). The solvent is C(Cl)Cl (CH2Cl2), CC(C)(C)OC (MTBE). Reaction conditions: time 30 minute. The product is C(C)(C)(C)OC(=O)[C@H]1N(C(CC1)CC=C)C(=O)OC(C)(C)C ((2S,5R/S)-5-Allyl-1-(tert-butoxycarbonyl)pyrrolidine-2-carboxylic acid tert-butyl ester). Yield: 77.3%. Reaction SMILES: [C:1]([O:5][C:6]([C@@H:8]1[CH2:12][CH2:11][CH:10](OCC)[N:9]1[C:16]([O:18][C:19]([CH3:22])([CH3:21])[CH3:20])=[O:17])=[O:7])([CH3:4])([CH3:3])[CH3:2].[CH2:23]([Si](C)(C)C)[CH:24]=[CH2:25].B(F)(F)F.CCOCC.C([O-])(O)=O.[Na+]>C(Cl)Cl.CC(OC)(C)C>[C:1]([O:5][C:6]([C@@H:8]1[CH2:12][CH2:11][CH:10]([CH2:25][CH:24]=[CH2:23])[N:9]1[C:16]([O:18][C:19]([CH3:20])([CH3:21])[CH3:22])=[O:17])=[O:7])([CH3:2])([CH3:3])[CH3:4] |f:2.3,4.5|. Procedure details: A solution of 12.6 g of the α-methoxycarbamate 45 (40.0 mmol) and 16.0 ml of allyltrimethylsilane (100 mmol, 2.5 eq.) in 100 ml of anhydrous CH2Cl2 was cooled to −78° C. and added dropwise with 10.1 ml of BF3.OEt2 (80.0 mmol, 2 eq.). After completed addition, stirring was continued for 30 min, and completion of the reaction was checked by means of TLC (EE/CH 1:9). Thereafter, 10 ml of a saturated NaHCO3 solution was added, and the batch was allowed to come to RT. After transferring into a separa... Starting materials: COCC1N(CCCC1)C1=NC(=NC=N1)NC=1C=C(C=CC1)CS(=O)(=O)N (rac-3-[(4-(2-Methoxymethylpiperidin-1-yl)-1,3,5-triazin-2-yl)amino]-benzenemethanesulfonamide), ClC1=NC(=NC=N1)NC=1C=C(C=CC1)CS(=O)(=O)N (3-[(4-Chloro-1,3,5-triazin-2-yl)amino]benzenemethanesulfonamide), C1(=CC=CC=C1)C1NCCC1 (rac-2-phenylpyrrolidine). Yields the product C1(=CC=CC=C1)C1N(CCC1)C1=NC(=NC=N1)NC=1C=C(C=CC1)CS(=O)(=O)N (rac-3-[(4-(2-Phenylpyrrolidin-1-yl)-1,3,5-triazin-2-yl)amino]-benzenemethanesulfonamide). As a reaction SMILES: COCC1CCCCN1C1N=CN=C(NC2C=C(CS(N)(=O)=O)C=CC=2)N=1.Cl[C:29]1[N:34]=[CH:33][N:32]=[C:31]([NH:35][C:36]2[CH:37]=[C:38]([CH2:42][S:43]([NH2:46])(=[O:45])=[O:44])[CH:39]=[CH:40][CH:41]=2)[N:30]=1.[C:47]1([CH:53]2[CH2:57][CH2:56][CH2:55][NH:54]2)[CH:52]=[CH:51][CH:50]=[CH:49][CH:48]=1>>[C:47]1([CH:53]2[CH2:57][CH2:56][CH2:55][N:54]2[C:29]2[N:34]=[CH:33][N:32]=[C:31]([NH:35][C:36]3[CH:37]=[C:38]([CH2:42][S:43]([NH2:46])(=[O:45])=[O:44])[CH:39]=[CH:40][CH:41]=3)[N:30]=2)[CH:52]=[CH:51][CH:50]=[CH:49][CH:48]=1. Reported procedure: B33 was prepared following the procedure reported for B4 using A1 and rac-2-phenylpyrrolidine, and it was obtained as a white powder; yield: 90 mg (24%). 1H NMR (300 MHz, d6-DMSO, 300K) δ 1.77-2.05 (m, 3H), 2.26-2.48 (m, 1H), 3.61-3.80 (m, 1H), 3.80-3.98 (m, 1H), 4.07 and 4.22 (2 s, 2H), 5.28 and 5.30 (2 s, 1H), 6.75-6.92 (m, 3H), 6.94-7.07 (m, 1H), 7.09-7.42 (m, 6H), 7.70 and 7.90 (2 s, 1H), 8.06 and 8.27 (2 s, 1H), 9.55 and 9.72 (2bs, 1H). MS (ES) C20H22N6O2S requires: 410. found: 411 (M+H)+. Yields the product FC1(F)CN(C2CCN(Cc3cc4nc(Cl)nc(N5CCOCC5)c4s3)CC2)C1. RXN SMILES: [Cl:1][c:2]1[n:3][c:4]([N:22]2[CH2:23][CH2:24][O:25][CH2:26][CH2:27]2)[c:5]2[c:6]([n:7]1)[cH:8][c:9]([CH2:11][N:12]1[CH2:13][C:14]3([CH2:15][CH2:16][N:17]([CH3:18])[CH2:19][CH2:20]3)[CH2:21]1)[s:10]2.[F:28][C:29]1([F:39])[CH2:30][N:31]([CH:33]2[CH2:34][CH2:35][NH:36][CH2:37][CH2:38]2)[CH2:32]1>>[Cl:1][c:2]1[n:3][c:4]([N:22]2[CH2:23][CH2:24][O:25][CH2:26][CH2:27]2)[c:5]2[c:6]([n:7]1)[cH:8][c:9]([CH2:11][N:36]1[CH2:35][CH2:34][CH:33]([N:31]3[CH2:30][C:29]([F:28])([F:39])[CH2:32]3)[CH2:38][CH2:37]1)[s:10]2. Reactants: CN1CCC2(CC1)CN(Cc1cc3nc(Cl)nc(N4CCOCC4)c3s1)C2, FC1(F)CN(C2CCNCC2)C1. Starting materials: C(CCC)[Li] (n-butyl lithium), CC1=CC=NC2=C(C=CC=C12)O (4-methyl-8-quinolinol), C(C1=CC=CC=C1)Br (benzyl bromide), C(C)(C)NC(C)C (diisopropylamine). The solvent is CCCCCC (hexane), O (Water), O1CCCC1 (tetrahydrofuran), O1CCCC1 (tetrahydrofuran). Reaction conditions: temperature 0 celsius, time 15 minute. Yields the product C1(=CC=CC=C1)CCC1=CC=NC2=C(C=CC=C12)O (4-(2-Phenylethyl)-8-quinolinol). The yield is 50.7%. As a reaction SMILES: C(NC(C)C)(C)C.C([Li])CCC.[CH3:13][C:14]1[C:23]2[C:18](=[C:19]([OH:24])[CH:20]=[CH:21][CH:22]=2)[N:17]=[CH:16][CH:15]=1.[CH2:25](Br)[C:26]1[CH:31]=[CH:30][CH:29]=[CH:28][CH:27]=1>O1CCCC1.CCCCCC.O>[C:26]1([CH2:25][CH2:13][C:14]2[C:23]3[C:18](=[C:19]([OH:24])[CH:20]=[CH:21][CH:22]=3)[N:17]=[CH:16][CH:15]=2)[CH:31]=[CH:30][CH:29]=[CH:28][CH:27]=1. Reported procedure: A solution of 0.60 ml (4.2 mmol, 2.2 eq.) of diisopropylamine in 10 ml of dry tetrahydrofuran was cooled to -78° C. and 1.6 ml (3.8 mmol, 2 eq.) of 2.4M n-butyl lithium in hexane was added dropwise. The reaction was warmed to 0° C., stirred for 15 minutes and 0.30 g (1.9 mmol) of 4-methyl-8-quinolinol (see Example 1A) in 10 ml of dry tetrahydrofuran was added. The temperature was maintained at 0° C. for 24 hours, then was cooled to -78° C. and 0.23 ml (1.9 mmol, 1 eq.) of benzyl bromide was adde... Reaction SMILES: [Br:1][c:2]1[cH:3][c:4]2[c:9]([cH:10][cH:11]1)[NH:8][C:7]([CH3:12])([CH3:13])[CH:6]=[C:5]2[N:14]1[C:15](=[O:19])[CH2:16][CH2:17][CH2:18]1.[C:20]([c:21]1[cH:22][c:23]2[c:24]([cH:25][cH:26]1)[NH:27][C:28]([CH3:29])([CH3:30])[CH:31]=[C:32]2[N:33]1[CH2:34][CH2:35][CH2:36][C:37]1=[O:39])#[N:38]>>[Br:1][c:2]1[cH:3][c:4]2[c:9]([cH:10][cH:11]1)[NH:8][C:7]([CH3:12])([CH3:13])[CH:6]([OH:39])[CH:5]2[N:14]1[C:15](=[O:19])[CH2:16][CH2:17][CH2:18]1. Starting materials: CC1(C)C=C(N2CCCC2=O)c2cc(Br)ccc2N1, CC1(C)C=C(N2CCCC2=O)c2cc(C#N)ccc2N1. Yields the product CC1(C)Nc2ccc(Br)cc2C(N2CCCC2=O)C1O. The reactants are N#Cc1ccc(Br)cc1Cl, O=C([O-])[O-], C1COCCO1, Cc1cnc(Cl)nc1N, [Cs+], [Cs+], O=C(C=Cc1ccccc1)C=Cc1ccccc1, O=C(C=Cc1ccccc1)C=Cc1ccccc1, O=C(C=Cc1ccccc1)C=Cc1ccccc1, [Pd], [Pd]. Yields the product Cc1cnc(Cl)nc1Nc1ccc(C#N)c(Cl)c1. As a reaction SMILES: [Br:10][c:11]1[cH:12][c:13]([Cl:19])[c:14]([C:15]#[N:16])[cH:17][cH:18]1.[C:20](=[O:21])([O-:22])[O-:23].[CH2:26]1[O:27][CH2:28][CH2:29][O:30][CH2:31]1.[Cl:1][c:2]1[n:3][cH:4][c:5]([CH3:9])[c:6]([NH2:8])[n:7]1.[Cs+:24].[Cs+:25].[O:34]=[C:35]([CH:36]=[CH:37][c:38]1[cH:39][cH:40][cH:41][cH:42][cH:43]1)[CH:44]=[CH:45][c:46]1[cH:47][cH:48][cH:49][cH:50][cH:51]1.[O:52]=[C:53]([CH:54]=[CH:55][c:56]1[cH:57][cH:58][cH:59][cH:60][cH:61]1)[CH:62]=[CH:63][c:64]1[cH:65][cH:66][cH:67][cH:68][cH:69]1.[O:70]=[C:71]([CH:72]=[CH:73][c:74]1[cH:75][cH:76][cH:77][cH:78][cH:79]1)[CH:80]=[CH:81][c:82]1[cH:83][cH:84][cH:85][cH:86][cH:87]1.[Pd:32].[Pd:33]>>[Cl:1][c:2]1[n:3][cH:4][c:5]([CH3:9])[c:6]([NH:8][c:11]2[cH:12][c:13]([Cl:19])[c:14]([C:15]#[N:16])[cH:17][cH:18]2)[n:7]1. Procedure: A solution of 4-azidomethyl-2'-cyanobiphenyl (4.68 g, 20 mmole) in 40 ml of dry tetrahydrofuran (THF) was stirred under N2 at room temperature as 5.3 g (20 mmole) of triphenylphosphine was added in small portions over a period of about 10 minutes. After 2 hours, by which time gas evolution had ceased, 532 μl (532 mg, 29.6 mmole) of H2O was added. After an additional 23 hours, the solution was concentrated in vacuo to give a pale golden gum. This material was chromatographed on a column of silica... Yields the product NCC1=CC=C(C=C1)C1=C(C=CC=C1)C#N (4-Aminomethyl-2'-cyanobiphenyl). Reactants: N(=[N+]=[N-])CC1=CC=C(C=C1)C1=C(C=CC=C1)C#N (4-azidomethyl-2'-cyanobiphenyl), C1(=CC=CC=C1)P(C1=CC=CC=C1)C1=CC=CC=C1 (triphenylphosphine), CCOCC (ether), O (H2O). Run at time 2 hour. RXN SMILES: [N:1]([CH2:4][C:5]1[CH:10]=[CH:9][C:8]([C:11]2[CH:16]=[CH:15][CH:14]=[CH:13][C:12]=2[C:17]#[N:18])=[CH:7][CH:6]=1)=[N+]=[N-].C1(P(C2C=CC=CC=2)C2C=CC=CC=2)C=CC=CC=1.O.CCOCC>O1CCCC1>[NH2:1][CH2:4][C:5]1[CH:6]=[CH:7][C:8]([C:11]2[CH:16]=[CH:15][CH:14]=[CH:13][C:12]=2[C:17]#[N:18])=[CH:9][CH:10]=1. Run in O1CCCC1 (tetrahydrofuran). Starting materials: BrC=1C=CC2=C(C(=C(O2)C(C(C)C)NC2=CC=C(C=C2)C(=O)N(CCC(=O)OCC)C)C)C1 (ethyl 3-{[(4-{[1-(5-bromo-3-methyl-1-benzofuran-2-yl)-2-methylpropyl]amino}phenyl)carbonyl](methyl)amino}propanoate), BrC=1C=CC2=C(C(=C(O2)C(C(C)C)NC2=CC=C(C=C2)C(=O)N(CCC(=O)OCC)C)C)C1 (ethyl 3-{[(4-{[1-(5-bromo-3-methyl-1-benzofuran-2-yl)-2-methylpropyl]amino}phenyl)carbonyl](methyl)amino}propanoate), COC1=CC=C(C=N1)B(O)O ((6-methoxypyridin-3-yl)boronic acid), C([O-])([O-])=O.[K+].[K+] (potassium carbonate), tetrakistriphenylphosphine palladium. Run in CN(C(C)=O)C (N,N-dimethylacetamide). Run at temperature 70 celsius, time 24 hour. The product is COC1=CC=C(C=N1)C=1C=CC2=C(C(=C(O2)C(C(C)C)NC2=CC=C(C=C2)C(=O)N(CCC(=O)OCC)C)C)C1 (ethyl 3-[{[4-({1-[5-(6-methoxypyridin-3-yl)-3-methyl-1-benzofuran-2-yl]-2-methylpropyl}amino)phenyl]carbonyl}(methyl)amino]propanoate). The yield is 17.2%. Reaction SMILES: Br[C:2]1[CH:3]=[CH:4][C:5]2[O:9][C:8]([CH:10]([NH:14][C:15]3[CH:20]=[CH:19][C:18]([C:21]([N:23]([CH3:31])[CH2:24][CH2:25][C:26]([O:28][CH2:29][CH3:30])=[O:27])=[O:22])=[CH:17][CH:16]=3)[CH:11]([CH3:13])[CH3:12])=[C:7]([CH3:32])[C:6]=2[CH:33]=1.[CH3:34][O:35][C:36]1[N:41]=[CH:40][C:39](B(O)O)=[CH:38][CH:37]=1.C(=O)([O-])[O-].[K+].[K+]>CN(C)C(=O)C>[CH3:34][O:35][C:36]1[N:41]=[CH:40][C:39]([C:2]2[CH:3]=[CH:4][C:5]3[O:9][C:8]([CH:10]([NH:14][C:15]4[CH:16]=[CH:17][C:18]([C:21]([N:23]([CH3:31])[CH2:24][CH2:25][C:26]([O:28][CH2:29][CH3:30])=[O:27])=[O:22])=[CH:19][CH:20]=4)[CH:11]([CH3:13])[CH3:12])=[C:7]([CH3:32])[C:6]=3[CH:33]=2)=[CH:38][CH:37]=1 |f:2.3.4|. Reported procedure: To a solution (10 mL) of ethyl 3-{[(4-{[1-(5-bromo-3-methyl-1-benzofuran-2-yl)-2-methylpropyl]amino}phenyl)carbonyl](methyl)amino}propanoate (0.55 g) synthesized in the above-mentioned (2) in N,N-dimethylacetamide were added (6-methoxypyridin-3-yl)boronic acid (0.33 g), potassium carbonate (0.29 g) and tetrakistriphenylphosphine palladium (0.12 g), and the mixture was stirred at 70° C. for 24 hr under argon atmosphere. The reaction mixture was cooled to room temperature, and filtered through cel... Starting materials: BrC=1C=2N(C=CC1C1=CC=C(C=C1)Cl)C(N(N2)CC=2C=NC(=CC2)C(F)(F)F)=O (8-bromo-7-(4-chlorophenyl)-2-((6-(trifluoromethyl)pyridin-3-yl)methyl)-[1,2,4]triazolo[4,3-a]pyridin-3(2H)-one), C(C)(=O)C1=CC=C(C=C1)B(O)O (4-acetylphenylboronic acid), [O-]P(=O)([O-])[O-].[K+].[K+].[K+] (K3PO4), C(Cl)Cl (CH2Cl2). Reagents/catalysts: C1=CC=C(C=C1)P([C-]2C=CC=C2)C3=CC=CC=C3.C1=CC=C(C=C1)P([C-]2C=CC=C2)C3=CC=CC=C3.Cl[Pd]Cl.[Fe+2] (Pd(dppf)Cl2). Solvent: C1CCOC1 (THF). Conditions: temperature 90 celsius. Yields the product C(C)(=O)C1=CC=C(C=C1)C=1C=2N(C=CC1C1=CC=C(C=C1)Cl)C(N(N2)CC=2C=NC(=CC2)C(F)(F)F)=O (8-(4-acetylphenyl)-7-(4-chlorophenyl)-2-((6-(trifluoromethyl)pyridin-3-yl)methyl)-[1,2,4]triazolo[4,3-a]pyridin-3(2H)-one). Reaction SMILES: Br[C:2]1[C:3]2[N:4]([C:15](=[O:29])[N:16]([CH2:18][C:19]3[CH:20]=[N:21][C:22]([C:25]([F:28])([F:27])[F:26])=[CH:23][CH:24]=3)[N:17]=2)[CH:5]=[CH:6][C:7]=1[C:8]1[CH:13]=[CH:12][C:11]([Cl:14])=[CH:10][CH:9]=1.[C:30]([C:33]1[CH:38]=[CH:37][C:36](B(O)O)=[CH:35][CH:34]=1)(=[O:32])[CH3:31].C(Cl)Cl.[O-]P([O-])([O-])=O.[K+].[K+].[K+]>C1COCC1.C1C=CC(P(C2C=CC=CC=2)[C-]2C=CC=C2)=CC=1.C1C=CC(P(C2C=CC=CC=2)[C-]2C=CC=C2)=CC=1.Cl[Pd]Cl.[Fe+2]>[C:30]([C:33]1[CH:38]=[CH:37][C:36]([C:2]2[C:3]3[N:4]([C:15](=[O:29])[N:16]([CH2:18][C:19]4[CH:20]=[N:21][C:22]([C:25]([F:26])([F:27])[F:28])=[CH:23][CH:24]=4)[N:17]=3)[CH:5]=[CH:6][C:7]=2[C:8]2[CH:13]=[CH:12][C:11]([Cl:14])=[CH:10][CH:9]=2)=[CH:35][CH:34]=1)(=[O:32])[CH3:31] |f:3.4.5.6,8.9.10.11|. Reported procedure: To a stirring solution of 8-bromo-7-(4-chlorophenyl)-2-((6-(trifluoromethyl)pyridin-3-yl)methyl)-[1,2,4]triazolo[4,3-a]pyridin-3(2H)-one (170 mg, 0.35 mmol) in THF (5 mL) at room temperature under argon was added 4-acetylphenylboronic acid (173 mg, 1.05 mmol), Pd(dppf)Cl2.CH2Cl2 (32.2 mg, 0.035 mmol), and K3PO4 (224 mg, 1.05 mmol). The resulting suspension was purged of oxygen by bubbling with argon for 15 min, sealed in a vial under argon, heated at 90° C. for 12 h, and then cooled to room temp...